From a dataset of the Open Reaction Database (ORD), a public repository of structured organic reaction records. describe an organic reaction: reactants, conditions, products, and yield Reactants: BrCCCCCCCCCCC(=O)O (11-bromoundecanoic acid), [OH-].[K+] (potassium hydroxide), C(C)O (ethanol). The solvent is C(C)(=O)OCC (ethyl acetate). Product: C(C)OCCCCCCCCCCC(=O)O (11-(ethoxy)undecanoic acid). Yield: 35.0%. As a reaction SMILES: Br[CH2:2][CH2:3][CH2:4][CH2:5][CH2:6][CH2:7][CH2:8][CH2:9][CH2:10][CH2:11][C:12]([OH:14])=[O:13].[OH-].[K+].[CH2:17]([OH:19])[CH3:18]>C(OCC)(=O)C>[CH2:17]([O:19][CH2:2][CH2:3][CH2:4][CH2:5][CH2:6][CH2:7][CH2:8][CH2:9][CH2:10][CH2:11][C:12]([OH:14])=[O:13])[CH3:18] |f:1.2|. Procedure details: 11-bromoundecanoic acid (2.25 g, 8.47 mmol) was added to a solution of potassium hydroxide (2.15 g, 38.3 mmol) in absolute ethanol (20 mL) and refluxed for 7 hrs. After cooling and acidification with HCl, solvent was removed under reduced pressure to give a white solid. The sample was dissolved in ethyl acetate and extracted with water. The organic phase was dried over sodium sulfate, and the solvent was removed under reduced pressure. The product was purified by silica column chromatography in ... Reaction SMILES: [Cl:1][C:2]1[CH:7]=[CH:6][CH:5]=[CH:4][C:3]=1[C:8]([C:10]1[CH:11]=[C:12]([C:17]2[CH:22]=[CH:21][CH:20]=[CH:19][CH:18]=2)[C:13]([OH:16])=[CH:14][CH:15]=1)=[O:9].Cl[S:24]([C:27]1[CH:35]=[CH:34][C:30]([C:31]([OH:33])=[O:32])=[C:29]([OH:36])[CH:28]=1)(=[O:26])=[O:25]>C1COCC1>[Cl:1][C:2]1[CH:7]=[CH:6][CH:5]=[CH:4][C:3]=1[C:8]([C:10]1[CH:15]=[CH:14][C:13]([O:16][S:24]([C:27]2[CH:35]=[CH:34][C:30]([C:31]([OH:33])=[O:32])=[C:29]([OH:36])[CH:28]=2)(=[O:26])=[O:25])=[C:12]([C:17]2[CH:18]=[CH:19][CH:20]=[CH:21][CH:22]=2)[CH:11]=1)=[O:9]. The product is ClC1=C(C(=O)C=2C=CC(=C(C2)C2=CC=CC=C2)OS(=O)(=O)C2=CC(=C(C(=O)O)C=C2)O)C=CC=C1 (4-[5-(2-Chloro-benzoyl)-biphenyl-2-yloxysulfonyl]-2-hydroxy-benzoic acid). Solvent: C1CCOC1 (THF). Yield: 68.7%. Reported procedure: The title compound was prepared according to the procedure in Example 4 using (2-chloro-phenyl)-(6-hydroxy-biphenyl-3-yl)-methanone (0.300 g, 0.972 mmol) and 4-chlorosulphonyl-2-hydroxybenzoic acid (0.436 g, 1.84 mmol) in THF. Purification by preparative HPLC (C18, eluting with CH3CN/H2O containing 0.1 % TFA), followed by crystallization from EtOAc/hexane gave 0.34 g (69%) of the title compound as a tan solid, mp 101-102° C. 1H NMR (DMSO-d6) δ 6.82 (d, 1H), 6.85 (dd, 1H), 7.14-7.16 (m, 2H), 7.27... The reactants are ClC1=C(C=CC=C1)C(=O)C=1C=C(C(=CC1)O)C1=CC=CC=C1 ((2-chloro-phenyl)-(6-hydroxy-biphenyl-3-yl)-methanone), ClS(=O)(=O)C1=CC(=C(C(=O)O)C=C1)O (4-chlorosulphonyl-2-hydroxybenzoic acid). Reactants: O=C(CCC1CCN(CC1)C(=O)OC(C)(C)C)C1=C(C=CC=C1)NC1=CC=CC=C1 (tert-Butyl 4-(3-oxo-3-(2-(phenylamino)phenyl)propyl)piperidine-1-carboxylate), C(C(=O)Cl)(=O)Cl (oxalyl chloride), CN (Methylamine). Solvent: C1(=CC=CC=C1)C (toluene). Reaction conditions: time 2 hour. Yields the product CNC(C(=O)N(C1=CC=CC=C1)C1=C(C=CC=C1)C(CCC1CCN(CC1)C(=O)OC(C)(C)C)=O)=O (tert-butyl 4-(3-(2-(2-(methylamino)-2-oxo-N-phenylacetamido)phenyl)-3-oxopropyl)piperidine-1-carboxylate). RXN SMILES: [O:1]=[C:2]([C:18]1[CH:23]=[CH:22][CH:21]=[CH:20][C:19]=1[NH:24][C:25]1[CH:30]=[CH:29][CH:28]=[CH:27][CH:26]=1)[CH2:3][CH2:4][CH:5]1[CH2:10][CH2:9][N:8]([C:11]([O:13][C:14]([CH3:17])([CH3:16])[CH3:15])=[O:12])[CH2:7][CH2:6]1.[C:31](Cl)(=[O:35])[C:32](Cl)=[O:33].[CH3:37][NH2:38]>C1(C)C=CC=CC=1>[CH3:37][NH:38][C:31](=[O:35])[C:32]([N:24]([C:19]1[CH:20]=[CH:21][CH:22]=[CH:23][C:18]=1[C:2](=[O:1])[CH2:3][CH2:4][CH:5]1[CH2:10][CH2:9][N:8]([C:11]([O:13][C:14]([CH3:17])([CH3:15])[CH3:16])=[O:12])[CH2:7][CH2:6]1)[C:25]1[CH:30]=[CH:29][CH:28]=[CH:27][CH:26]=1)=[O:33]. Reported procedure: The compound prepared in Example 303 (0.100 g) was suspended in toluene (10 mL) and oxalyl chloride (0.085 mL) added. The reaction mixture was stirred at room temperature for 2 hours. Methylamine solution (2 mol/L; 3.672 mL) was added and the reaction mixture stirred at room temperature for 1 hour. The reaction mixture was then partitioned between saturated aqueous sodium bicarbonate solution and ethyl acetate. The organics were washed with brine, dried over magnesium sulfate, filtered and conce... Starting materials: BrC1=C(C=CC=C1)C(CC)O (1-(2-bromophenyl)propanol). Reagents/catalysts: C1(=CC=C(C=C1)S(=O)(=O)O)C (p-toluenesulfonic acid). The solvent is C1(=CC=CC=C1)C (toluene). Product: BrC1=C(C=CC=C1)C=CC (1-bromo-2-(1-propenyl)benzene). RXN SMILES: [Br:1][C:2]1[CH:7]=[CH:6][CH:5]=[CH:4][C:3]=1[CH:8](O)[CH2:9][CH3:10]>C1(C)C=CC=CC=1.C1(C)C=CC(S(O)(=O)=O)=CC=1>[Br:1][C:2]1[CH:7]=[CH:6][CH:5]=[CH:4][C:3]=1[CH:8]=[CH:9][CH3:10]. Procedure details: With the exception of three compounds, the styrene compounds herein utilized for preparing the α-chloro oximes are known and their preparations are published in the prior art. The compounds not previously known are synthesized following well-known published procedures. Thus, 2-bromobenzaldehyde is allowed to react with a Grignard reagent, ethyl magnesium bromide in anhydrous ether, to yield 1-(2-bromophenyl)propanol. This propanol derivative is then dehydrated by refluxing it in toluene in the p...